This data is from the Open Reaction Database (ORD), a public repository of structured organic reaction records. The task is: describe an organic reaction: reactants, conditions, products, and yield Reactants: CC(C)(C)OC(=O)N(CCc1ccc(O)cc1)CC(O)c1cccc(Cl)c1, CCOC(=O)N=NC(=O)OCC, C1CCOC1, CCOC(=O)COc1cccc(CO)c1, c1ccc(P(c2ccccc2)c2ccccc2)cc1. The product is CCOC(=O)COc1cccc(COc2ccc(CCN(CC(O)c3cccc(Cl)c3)C(=O)OC(C)(C)C)cc2)c1. Reaction SMILES: [Cl:1][c:2]1[cH:3][c:4]([CH:8]([CH2:9][N:10]([C:11]([O:12][C:13]([CH3:14])([CH3:15])[CH3:16])=[O:17])[CH2:18][CH2:19][c:20]2[cH:21][cH:22][c:23]([OH:26])[cH:24][cH:25]2)[OH:27])[cH:5][cH:6][cH:7]1.[O:62]=[C:63]([O:64][CH2:65][CH3:66])[N:67]=[N:68][C:69]([O:70][CH2:71][CH3:72])=[O:73].[O:74]1[CH2:75][CH2:76][CH2:77][CH2:78]1.[OH:28][CH2:29][c:30]1[cH:31][c:32]([O:33][CH2:34][C:35](=[O:36])[O:37][CH2:38][CH3:39])[cH:40][cH:41][cH:42]1.[c:43]1([P:44]([c:45]2[cH:46][cH:47][cH:48][cH:49][cH:50]2)[c:51]2[cH:52][cH:53][cH:54][cH:55][cH:56]2)[cH:57][cH:58][cH:59][cH:60][cH:61]1>>[Cl:1][c:2]1[cH:3][c:4]([CH:8]([CH2:9][N:10]([C:11]([O:12][C:13]([CH3:14])([CH3:15])[CH3:16])=[O:17])[CH2:18][CH2:19][c:20]2[cH:21][cH:22][c:23]([O:26][CH2:29][c:30]3[cH:31][c:32]([O:33][CH2:34][C:35](=[O:36])[O:37][CH2:38][CH3:39])[cH:40][cH:41][cH:42]3)[cH:24][cH:25]2)[OH:27])[cH:5][cH:6][cH:7]1. Reactants: COCCN1C=NC=2N(C(NC(C12)=O)=O)C (7-methoxyethyl-3-methylxanthine), ClCCCCP(OCC)(=O)OCC (diethyl 4-chlorobutane-phosphonate), C([O-])([O-])=O.[K+].[K+] (potassium carbonate). The solvent is CN(C)C=O (DMF). Reaction conditions: temperature 70 celsius. Yields the product COCCN1C=NC=2N(C(N(C(C12)=O)CCCCP(OCC)(OCC)=O)=O)C (Diethyl [4-(7-methoxyethyl-3-methylxanthin-1-yl)butyl]phosphonate). Reaction SMILES: [CH3:1][O:2][CH2:3][CH2:4][N:5]1[C:13]2[C:12](=[O:14])[NH:11][C:10](=[O:15])[N:9]([CH3:16])[C:8]=2[N:7]=[CH:6]1.Cl[CH2:18][CH2:19][CH2:20][CH2:21][P:22]([O:27][CH2:28][CH3:29])(=[O:26])[O:23][CH2:24][CH3:25].C(=O)([O-])[O-].[K+].[K+]>CN(C=O)C>[CH3:1][O:2][CH2:3][CH2:4][N:5]1[C:13]2[C:12](=[O:14])[N:11]([CH2:18][CH2:19][CH2:20][CH2:21][P:22](=[O:26])([O:27][CH2:28][CH3:29])[O:23][CH2:24][CH3:25])[C:10](=[O:15])[N:9]([CH3:16])[C:8]=2[N:7]=[CH:6]1 |f:2.3.4|. Procedure: 9 g (0.04 mol) of 7-methoxyethyl-3-methylxanthine were suspended in 100 ml of DMF, treated with 11 g (0.048 mol) of diethyl 4-chlorobutane-phosphonate and 10 g (0.064 mol) of activated potassium carbonate and heated at 70° C. for 4 hours. The solid was filtered off, the filtrate was concentrated under reduced pressure and the oily residue which remained was taken up in ethyl acetate, filtered again and crystallized from diisopropyl ether. Reactants: C(C)(=O)O.CO (acetic acid methanol), COC([C@H]1N(CCC1)C([C@H]1N(CCC1)C(CN1C(CCC1)=O)=O)=O)=O (N-[(2-Oxo-1-pyrrolidinyl)acetyl]-L-prolyl-L-proline methyl ester), COC([C@H]1N(CCC1)C([C@H]1N(CCC1)C(CN1C(CCC1)=O)=O)=O)=O (N-[(2-Oxo-1-pyrrolidinyl)acetyl]-L-prolyl-L-proline methyl ester), [BH4-].[Li+] (lithium borohydride). The solvent is C1CCOC1 (THF), C(C)O (ethanol), C1CCOC1 (THF). Conditions: time 3 hour. The product is O=C1N(CCC1)CC(=O)N1[C@H](C(=O)N2[C@H](CO)CCC2)CCC1 (N-[(2-oxo-1-pyrrolidinyl)acetyl]-L-prolyl-L-prolinol). Yield: 85.7%. RXN SMILES: C[O:2][C:3](=O)[C@@H:4]1[CH2:8][CH2:7][CH2:6][N:5]1[C:9](=[O:24])[C@@H:10]1[CH2:14][CH2:13][CH2:12][N:11]1[C:15](=[O:23])[CH2:16][N:17]1[CH2:21][CH2:20][CH2:19][C:18]1=[O:22].[BH4-].[Li+].C(O)(=O)C.CO>C1COCC1.C(O)C>[O:22]=[C:18]1[CH2:19][CH2:20][CH2:21][N:17]1[CH2:16][C:15]([N:11]1[CH2:12][CH2:13][CH2:14][C@H:10]1[C:9]([N:5]1[CH2:6][CH2:7][CH2:8][C@H:4]1[CH2:3][OH:2])=[O:24])=[O:23] |f:1.2,3.4|. Procedure: N-[(2-Oxo-1-pyrrolidinyl)acetyl]-L-prolyl-L-proline methyl ester (Compound 1) (2.56 g) as obtained in Example 1 was dissolved in a mixture of THF (30 ml) and ethanol (6 ml), to which was added a THF solution of 2 M lithium borohydride (7.3 ml) under ice-cooling. After 3 hours' stirring at room temperature, a 50% acetic acid-methanol solution was added to adjust the pH of the mixture to 6. The residue obtained by concentration was purified by silica gel column chromatography (chloroform-methanol)...